From a dataset of the Open Reaction Database (ORD), a public repository of structured organic reaction records. describe an organic reaction: reactants, conditions, products, and yield Reactants: BrB(Br)Br, CCCCc1cc2cc(OC)ccc2c(Oc2ccc(C=CC(=O)O)cc2)c1-c1ccccc1, ClCCl. Product: CCCCc1cc2cc(O)ccc2c(Oc2ccc(C=CC(=O)O)cc2)c1-c1ccccc1. Reaction SMILES: [B:35]([Br:36])([Br:37])[Br:38].[CH2:1]([CH2:2][CH2:3][CH3:4])[c:5]1[c:6](-[c:29]2[cH:30][cH:31][cH:32][cH:33][cH:34]2)[c:7]([O:17][c:18]2[cH:19][cH:20][c:21]([CH:24]=[CH:25][C:26](=[O:27])[OH:28])[cH:22][cH:23]2)[c:8]2[cH:9][cH:10][c:11]([O:15][CH3:16])[cH:12][c:13]2[cH:14]1.[Cl:39][CH2:40][Cl:41]>>[CH2:1]([CH2:2][CH2:3][CH3:4])[c:5]1[c:6](-[c:29]2[cH:30][cH:31][cH:32][cH:33][cH:34]2)[c:7]([O:17][c:18]2[cH:19][cH:20][c:21]([CH:24]=[CH:25][C:26](=[O:27])[OH:28])[cH:22][cH:23]2)[c:8]2[cH:9][cH:10][c:11]([OH:15])[cH:12][c:13]2[cH:14]1. The reactants are ClC(C(=NOC)OC(N(CC)CC)=O)C1=CC=C(C=C1)Cl (1-Chloro-1-(4-chlorophenyl)-2-(N,N-diethylcarbamoyloxy)-2-methoxyiminoethane), P(=O)(OCC)(OCC)[O-].[K+] (potassium O,O-diethyl phosphate), [I-].[K+] (potassium iodide). Run in C(C)C(=O)C (methyl ethyl ketone). Yields the product P(=O)(OC(C(=NOC)OC(N(CC)CC)=O)C1=CC=C(C=C1)Cl)(OCC)OCC (O-[1-(4-chlorophenyl)-2-(N,N-diethylcarbamoyloxy)-2-methoxyiminoethyl] O,O-diethyl phosphate). RXN SMILES: Cl[CH:2]([C:15]1[CH:20]=[CH:19][C:18]([Cl:21])=[CH:17][CH:16]=1)[C:3]([O:7][C:8](=[O:14])[N:9]([CH2:12][CH3:13])[CH2:10][CH3:11])=[N:4][O:5][CH3:6].[P:22]([O-:30])([O:27][CH2:28][CH3:29])([O:24][CH2:25][CH3:26])=[O:23].[K+].[I-].[K+]>C(C(C)=O)C>[P:22]([O:27][CH2:28][CH3:29])([O:24][CH2:25][CH3:26])([O:30][CH:2]([C:15]1[CH:20]=[CH:19][C:18]([Cl:21])=[CH:17][CH:16]=1)[C:3]([O:7][C:8](=[O:14])[N:9]([CH2:12][CH3:13])[CH2:10][CH3:11])=[N:4][O:5][CH3:6])=[O:23] |f:1.2,3.4|. Procedure: 1-Chloro-1-(4-chlorophenyl)-2-(N,N-diethylcarbamoyloxy)-2-methoxyiminoethane (16.6 grams; 0.05 mole), methyl ethyl ketone (100 ml), potassium O,O-diethyl phosphate (9.6 grams; 0.05 mole) and a few crystals of potassium iodide are charged into a glass reaction flask equipped with a mechanical stirrer, thermometer and reflux condenser. The reaction mixture is then heated at reflux for a period of about 12 hours. After this time the reaction mixture is cooled to room temperature and is filtered to ... The reactants are O=C(O)c1ccc(Br)cc1F, CC(C)CCBr, Cl, [Mg], C1CCOC1, O. The product is CC(C)CCc1cc(Br)ccc1C(=O)O. Reaction SMILES: [Br:8][c:9]1[cH:10][c:11]([F:18])[c:12]([C:13](=[O:14])[OH:15])[cH:16][cH:17]1.[CH2:2]([CH2:3][CH:4]([CH3:5])[CH3:6])[Br:7].[ClH:19].[Mg:1].[O:20]1[CH2:21][CH2:22][CH2:23][CH2:24]1.[OH2:25]>>[CH2:2]([CH2:3][CH:4]([CH3:5])[CH3:6])[c:11]1[cH:10][c:9]([Br:8])[cH:17][cH:16][c:12]1[C:13](=[O:14])[OH:15].